Dataset: the Open Reaction Database (ORD), a public repository of structured organic reaction records. Task: describe an organic reaction: reactants, conditions, products, and yield The reactants are BrB(Br)Br, O=C([O-])O, COc1ccccc1CC1CCN(C2CCCCC2)C1=O, ClCCl, [Na+]. Yields the product O=C1C(Cc2ccccc2O)CCN1C1CCCCC1. RXN SMILES: [B:1]([Br:2])([Br:3])[Br:4].[C:26](=[O:27])([OH:28])[O-:29].[CH:5]1([N:11]2[C:12](=[O:25])[CH:13]([CH2:16][c:17]3[c:18]([O:23][CH3:24])[cH:19][cH:20][cH:21][cH:22]3)[CH2:14][CH2:15]2)[CH2:6][CH2:7][CH2:8][CH2:9][CH2:10]1.[Cl:31][CH2:32][Cl:33].[Na+:30]>>[CH:5]1([N:11]2[C:12](=[O:25])[CH:13]([CH2:16][c:17]3[c:18]([OH:23])[cH:19][cH:20][cH:21][cH:22]3)[CH2:14][CH2:15]2)[CH2:6][CH2:7][CH2:8][CH2:9][CH2:10]1. Reactants: N1(CCCC1)C/C=C(\C1=CC=C(C=C1)C)/C1=CC=CC(=N1)/C=C/CO (3-(6-[3-pyrrolidino-1-{4-tolyl}-prop-1E-enyl]-pyridin-2-yl)-prop-2E-en-1-ol). Reagents/catalysts: [O-2].[O-2].[Mn+4] (manganese dioxide). Solvent: C(Cl)Cl (DCM). Reaction conditions: time 3 hour. Product: N1(CCCC1)C/C=C(\C1=CC=C(C=C1)C)/C1=CC=CC(=N1)/C=C/C=O (3-(6-[3-pyrrolidino-1-{4-tolyl}-prop-1E-enyl]-pyridin-2-yl)-prop-2E-enal). Isolated yield 93.0%. As a reaction SMILES: [N:1]1([CH2:6]/[CH:7]=[C:8](/[C:16]2[N:21]=[C:20](/[CH:22]=[CH:23]/[CH2:24][OH:25])[CH:19]=[CH:18][CH:17]=2)\[C:9]2[CH:14]=[CH:13][C:12]([CH3:15])=[CH:11][CH:10]=2)[CH2:5][CH2:4][CH2:3][CH2:2]1>C(Cl)Cl.[O-2].[O-2].[Mn+4]>[N:1]1([CH2:6]/[CH:7]=[C:8](/[C:16]2[N:21]=[C:20](/[CH:22]=[CH:23]/[CH:24]=[O:25])[CH:19]=[CH:18][CH:17]=2)\[C:9]2[CH:14]=[CH:13][C:12]([CH3:15])=[CH:11][CH:10]=2)[CH2:5][CH2:4][CH2:3][CH2:2]1 |f:2.3.4|. Procedure: A solution of 3-(6-[3-pyrrolidino-1-{4-tolyl}-prop-1E-enyl]-pyridin-2-yl)-prop-2E-en-1-ol (1.00 g, 2.99 mmol) in DCM (20 ml) was treated portionwise with manganese dioxide (4 g, 46 mmol). The reaction mixture was stirred vigorously for 3 hours before filtration through a glass fiber pad. The filtrate was concentrated under reduced pressure to yield 3-(6-[3-pyrrolidino-1-{4-tolyl}-prop-1E-enyl]-pyridin-2-yl)-prop-2E-enal as a brown solid (0.924 g, 93%). 1H-NMR; δ (CDCl3), 9.87 (1H, d, J=9.5 Hz), ... Starting materials: FC1=CC=C(CN2N(C(C2(C)C)=O)C2C3CC4(CC(CC2C4)C3)C(=O)O)C=C1 (4-[2-(4-fluorobenzyl)-3,3-dimethyl-4-oxo-1,2-diazetidin-1-yl]adamantane-1-carboxylic acid), O.OC1=CC=CC=2NN=NC21 (hydroxybenzotriazole monohydrate), CCN=C=NCCCN(C)C.Cl (WSC.HCl), aqueous solution, N (ammonia). Run in O (water), ClCCl (dichloromethane). Run at time 30 minute. Product: FC1=CC=C(CN2N(C(C2(C)C)=O)C2C3CC4(CC(CC2C4)C3)C(=O)N)C=C1 (4-[2-(4-fluorobenzyl)-3,3-dimethyl-4-oxo-1,2-diazetidin-1-yl]adamantane-1-carboxamide). Isolated yield 24.9%. As a reaction SMILES: [F:1][C:2]1[CH:28]=[CH:27][C:5]([CH2:6][N:7]2[C:10]([CH3:12])([CH3:11])[C:9](=[O:13])[N:8]2[CH:14]2[CH:21]3[CH2:22][C:17]4([C:24](O)=[O:25])[CH2:18][CH:19]([CH2:23][CH:15]2[CH2:16]4)[CH2:20]3)=[CH:4][CH:3]=1.O.OC1C2N=N[NH:36]C=2C=CC=1.CCN=C=NCCCN(C)C.Cl.N>ClCCl.O>[F:1][C:2]1[CH:3]=[CH:4][C:5]([CH2:6][N:7]2[C:10]([CH3:12])([CH3:11])[C:9](=[O:13])[N:8]2[CH:14]2[CH:21]3[CH2:22][C:17]4([C:24]([NH2:36])=[O:25])[CH2:18][CH:19]([CH2:23][CH:15]2[CH2:16]4)[CH2:20]3)=[CH:27][CH:28]=1 |f:1.2,3.4|. Procedure: A solution of 4-[2-(4-fluorobenzyl)-3,3-dimethyl-4-oxo-1,2-diazetidin-1-yl]adamantane-1-carboxylic acid (20.0 mg, 0.0520 mmol) prepared in Example 90 in dichloromethane (1 mL) was added with hydroxybenzotriazole monohydrate (12.0 mg, 0.0890 mmol), WSC.HCl (20.0 mg, 0.100 mmol), 30% aqueous solution of ammonia (0.1 mL) at room temperature, and the resultant was stirred at the same temperature for 30 minutes. The reaction solution was added with water and extracted with chloroform. The organic lay... Starting materials: ClC=1C=CC2=C(C(C=3NC=C(C(C3O2)=O)C(=O)OCC)=O)C1 (ethyl 8-chloro-4,10-dihydro-4,10-dioxo-1H-1-benzopyrano[3,2-b]pyridine-3-carboxylate), C(CCC)I (butyl iodide). Yields the product C(CCC)N1C2=C(C(C(=C1)C(=O)OCC)=O)OC1=C(C2=O)C=C(C=C1)Cl (Ethyl 1-butyl-8-chloro-4,10-dihydro-4,10-dioxo-1H-1-benzopyrano [3,2-b]pyridine-3-carboxylate). Yield: 95.1%. Reaction SMILES: [Cl:1][C:2]1[CH:3]=[CH:4][C:5]2[O:14][C:13]3[C:12](=[O:15])[C:11]([C:16]([O:18][CH2:19][CH3:20])=[O:17])=[CH:10][NH:9][C:8]=3[C:7](=[O:21])[C:6]=2[CH:22]=1.[CH2:23](I)[CH2:24][CH2:25][CH3:26]>>[CH2:23]([N:9]1[CH:10]=[C:11]([C:16]([O:18][CH2:19][CH3:20])=[O:17])[C:12](=[O:15])[C:13]2[O:14][C:5]3[CH:4]=[CH:3][C:2]([Cl:1])=[CH:22][C:6]=3[C:7](=[O:21])[C:8]1=2)[CH2:24][CH2:25][CH3:26]. Procedure details: Prepared from ethyl 8-chloro-4,10-dihydro-4,10-dioxo-1H-1-benzopyrano[3,2-b]pyridine-3-carboxylate (3.195 g, 0.01 mole) and butyl iodide (7.36 g, 0.04 mole) by the method described for Example 9. Recrystallization from methanol gave white crystals (3.575 g, 95%), m.p. 226°-228°. Reactants: CC(C)(C)OC(=O)N1CCN(C(=O)OC(C)(C)C)C(c2ccc(Br)cc2)C1, CC(C)(C)O, CC(=O)[O-], CC(=O)[O-], CNC, CC(C)(C)[O-], CCOC(C)=O, Cl, [Na+], [Pd+2]. Product: CN(C)c1ccc(C2CN(C(=O)OC(C)(C)C)CCN2C(=O)OC(C)(C)C)cc1. RXN SMILES: [Br:1][c:2]1[cH:3][cH:4][c:5]([CH:8]2[N:9]([C:21](=[O:22])[O:23][C:24]([CH3:25])([CH3:26])[CH3:27])[CH2:10][CH2:11][N:12]([C:14](=[O:15])[O:16][C:17]([CH3:18])([CH3:19])[CH3:20])[CH2:13]2)[cH:6][cH:7]1.[C:44]([OH:45])([CH3:46])([CH3:47])[CH3:48].[C:49]([O-:50])(=[O:51])[CH3:52].[C:54]([O-:55])(=[O:56])[CH3:57].[CH3:29][NH:30][CH3:31].[CH3:32][C:33]([CH3:34])([O-:35])[CH3:36].[CH3:38][CH2:39][O:40][C:41](=[O:42])[CH3:43].[ClH:28].[Na+:37].[Pd+2:53]>>[c:2]1([N:30]([CH3:29])[CH3:31])[cH:3][cH:4][c:5]([CH:8]2[N:9]([C:21](=[O:22])[O:23][C:24]([CH3:25])([CH3:26])[CH3:27])[CH2:10][CH2:11][N:12]([C:14](=[O:15])[O:16][C:17]([CH3:18])([CH3:19])[CH3:20])[CH2:13]2)[cH:6][cH:7]1. Procedure details: Following the general method as outlined in Example 83, starting from 6-fluoro-1-(phenylsulfonyl)-3-(1-(piperidin-4-ylmethyl)-1H-pyrazol-4-yl)-1H-indole (Intermediate 21; 188 mg; 0.43 mmol) and 2-methoxyacetic acid (41 mg; 0.46 mmol), 260 mg of the title compound was obtained as a yellow oil after purification by a silica gel chromatography (EtOAc). As a reaction SMILES: [F:1][C:2]1[CH:10]=[C:9]2[C:5]([C:6]([C:20]3[CH:21]=[N:22][N:23]([CH2:25][CH:26]4CCNCC4)[CH:24]=3)=[CH:7][N:8]2[S:11]([C:14]2[CH:19]=[CH:18][CH:17]=[CH:16][CH:15]=2)(=[O:13])=[O:12])=[CH:4][CH:3]=1.[CH3:32][O:33][CH2:34][C:35]([OH:37])=O>>[F:1][C:2]1[CH:10]=[C:9]2[C:5]([C:6]([C:20]3[CH:21]=[N:22][N:23]([CH:25]4[CH2:6][CH2:7][N:8]([C:35](=[O:37])[CH2:34][O:33][CH3:32])[CH2:9][CH2:26]4)[CH:24]=3)=[CH:7][N:8]2[S:11]([C:14]2[CH:15]=[CH:16][CH:17]=[CH:18][CH:19]=2)(=[O:12])=[O:13])=[CH:4][CH:3]=1. The yield is 243.5%. Yields the product FC1=CC=C2C(=CN(C2=C1)S(=O)(=O)C1=CC=CC=C1)C=1C=NN(C1)C1CCN(CC1)C(COC)=O (1-(4-(4-(6-fluoro-1-(phenylsulfonyl)-1H-indol-3-yl)-1H-pyrazol-1-yl)piperidin-1-yl)-2-methoxyethanone). Starting materials: FC1=CC=C2C(=CN(C2=C1)S(=O)(=O)C1=CC=CC=C1)C=1C=NN(C1)CC1CCNCC1 (6-fluoro-1-(phenylsulfonyl)-3-(1-(piperidin-4-ylmethyl)-1H-pyrazol-4-yl)-1H-indole), FC1=CC=C2C(=CN(C2=C1)S(=O)(=O)C1=CC=CC=C1)C=1C=NN(C1)CC1CCNCC1 (6-fluoro-1-(phenylsulfonyl)-3-(1-(piperidin-4-ylmethyl)-1H-pyrazol-4-yl)-1H-indole), COCC(=O)O (2-methoxyacetic acid). Reactants: C(C1=CC=CC=C1)N1C=NC=C1\C=C(\CCC=C(C)C)/C (1-benzyl-5-[(E)-2,6-dimethyl-1,5-heptadienyl]imidazole). The reagents and catalysts are [C].[Pd] (palladium-carbon). Solvent: C(C)O (ethanol). Product: C(C1=CC=CC=C1)N1C=NC=C1CC(CCCC(C)C)C (1-benzyl-5-(2,6-dimethylheptyl)imidazole). The yield is 95.0%. Reaction SMILES: [CH2:1]([N:8]1[C:12](/[CH:13]=[C:14](\[CH3:21])/[CH2:15][CH2:16][CH:17]=[C:18]([CH3:20])[CH3:19])=[CH:11][N:10]=[CH:9]1)[C:2]1[CH:7]=[CH:6][CH:5]=[CH:4][CH:3]=1>C(O)C.[C].[Pd]>[CH2:1]([N:8]1[C:12]([CH2:13][CH:14]([CH3:21])[CH2:15][CH2:16][CH2:17][CH:18]([CH3:20])[CH3:19])=[CH:11][N:10]=[CH:9]1)[C:2]1[CH:3]=[CH:4][CH:5]=[CH:6][CH:7]=1 |f:2.3|. Procedure details: In 10 ml of ethanol was dissolved 0.6 g of 1-benzyl-5-[(E)-2,6-dimethyl-1,5-heptadienyl]imidazole obtained in Reference Example 1. To the solution was added 0.1 g of 10% palladium-carbon, and the mixture was subjected to ctalytic reduction under atmospheric pressure. After a theoretical amount of hydrogen was consumed, the catalyst was filtered off and the filtrate was concentrated under reduced pressure. The residue was recrystallized from hexane, giving the title compound in a yield of 95%. The reactants are COC(C1=CN=C(C=C1)OCC=1C(=NOC1)CCCC)=O (6-(3-butyl-isoxazol-4-ylmethoxy)-nicotinic acid methyl ester), NC1CCOCC1 (4-aminotetrahydropyran). Yields the product C(CCC)C1=NOC=C1COC1=NC=C(C(=O)NC2CCOCC2)C=C1 (6-((3-Butyl-isoxazol-4-yl)methoxy)-N-(tetrahydro-pyran-4-yl)-nicotinamide). Isolated yield 73.0%. Reaction SMILES: CO[C:3](=[O:21])[C:4]1[CH:9]=[CH:8][C:7]([O:10][CH2:11][C:12]2[C:13]([CH2:17][CH2:18][CH2:19][CH3:20])=[N:14][O:15][CH:16]=2)=[N:6][CH:5]=1.[NH2:22][CH:23]1[CH2:28][CH2:27][O:26][CH2:25][CH2:24]1>>[CH2:17]([C:13]1[C:12]([CH2:11][O:10][C:7]2[CH:8]=[CH:9][C:4]([C:3]([NH:22][CH:23]3[CH2:28][CH2:27][O:26][CH2:25][CH2:24]3)=[O:21])=[CH:5][N:6]=2)=[CH:16][O:15][N:14]=1)[CH2:18][CH2:19][CH3:20]. Procedure details: As described for example 25e, 6-(3-butyl-isoxazol-4-ylmethoxy)-nicotinic acid methyl ester (200 mg, 0.69 mmol) was converted, using 4-aminotetrahydropyran instead of isopropylamine, to the title compound (180 mg, 73%) which was obtained as a white solid after purification by chromatography (silica, 40 to 60% ethyl acetate in heptane). MS: m/e=360.2 [M+H]+.